From a dataset of the Open Reaction Database (ORD), a public repository of structured organic reaction records. describe an organic reaction: reactants, conditions, products, and yield The reactants are ClC=1C=C2C(=NC1C1=CC=C(C=C1)C1=CC=CC=C1)N=C(N2COCC[Si](C)(C)C)O[C@@H]2CO[C@H]1[C@@H]2OC[C@H]1CC(=O)OCC (ethyl 2-[(3R,3aR,6R,6aS)-6-[6-chloro-5-(4-phenylphenyl)-1-(2-trimethylsilylethoxymethyl)-imidazo[4,5-b]pyridin-2-yl]oxy-2,3,3a,5,6,6a-hexahydrofuro[3,2-b]furan-3-yl]acetate). The solvent is C(=O)(C(F)(F)F)O (TFA), C(Cl)Cl (DCM). Conditions: time 1 hour. Product: ClC=1C=C2C(=NC1C1=CC=C(C=C1)C1=CC=CC=C1)N=C(N2)O[C@@H]2CO[C@H]1[C@@H]2OC[C@H]1CC(=O)OCC (Ethyl 2-[(3R,3aR,6R,6aS)-6-[[6-chloro-5-(4-phenylphenyl)-1H-imidazo[4,5-b]pyridin-2-yl]oxy]-2,3,3a,5,6,6a-hexahydrofuro[3,2-b]furan-3-yl]acetate). Reaction SMILES: [Cl:1][C:2]1[CH:3]=[C:4]2[N:22](COCC[Si](C)(C)C)[C:21]([O:31][C@H:32]3[C@H:36]4[O:37][CH2:38][C@@H:39]([CH2:40][C:41]([O:43][CH2:44][CH3:45])=[O:42])[C@H:35]4[O:34][CH2:33]3)=[N:20][C:5]2=[N:6][C:7]=1[C:8]1[CH:13]=[CH:12][C:11]([C:14]2[CH:19]=[CH:18][CH:17]=[CH:16][CH:15]=2)=[CH:10][CH:9]=1>C(O)(C(F)(F)F)=O.C(Cl)Cl>[Cl:1][C:2]1[CH:3]=[C:4]2[NH:22][C:21]([O:31][C@H:32]3[C@H:36]4[O:37][CH2:38][C@@H:39]([CH2:40][C:41]([O:43][CH2:44][CH3:45])=[O:42])[C@H:35]4[O:34][CH2:33]3)=[N:20][C:5]2=[N:6][C:7]=1[C:8]1[CH:13]=[CH:12][C:11]([C:14]2[CH:15]=[CH:16][CH:17]=[CH:18][CH:19]=2)=[CH:10][CH:9]=1. Procedure details: A mixture of ethyl 2-[(3R,3aR,6R,6aS)-6-[6-chloro-5-(4-phenylphenyl)-1-(2-trimethylsilylethoxymethyl)-imidazo[4,5-b]pyridin-2-yl]oxy-2,3,3a,5,6,6a-hexahydrofuro[3,2-b]furan-3-yl]acetate (34 mg, 0.052 mmol) in TFA (0.5 mL) and DCM (0.5 mL) was stirred at room temperature. After 1 hour, the reaction mixture was evaporated to an oil, dissolved in EtOH (1 mL) and purified by preparative HPLC reverse phase (C-18), using a 30×150 mm Sunfire™ column and eluting with a 20%-100% acetonitrile/water+0.05% ...